This data is from the Open Reaction Database (ORD), a public repository of structured organic reaction records. The task is: describe an organic reaction: reactants, conditions, products, and yield Starting materials: NC1=C(C(=O)O)C=C(C(=C1)OC)OC (2-amino-4,5-dimethoxybenzoic acid), C(=O)(N1C=NC=C1)N1C=NC=C1 (1,1'-carbonyldiimidazole), O1CCCC1 (tetrahydrofuran), N (ammonia). Solvent: O (water). Reaction conditions: time 2 hour. The product is NC1=C(C(=O)N)C=C(C(=C1)OC)OC (2-amino-4,5-dimethoxybenzamide). Yield: 23.3%. As a reaction SMILES: [NH2:1][C:2]1[CH:10]=[C:9]([O:11][CH3:12])[C:8]([O:13][CH3:14])=[CH:7][C:3]=1[C:4](O)=[O:5].C(N1C=CN=C1)([N:17]1C=CN=C1)=O.O1CCCC1.N>O>[NH2:1][C:2]1[CH:10]=[C:9]([O:11][CH3:12])[C:8]([O:13][CH3:14])=[CH:7][C:3]=1[C:4]([NH2:17])=[O:5]. Reported procedure: A mixture of 23.7 g of 2-amino-4,5-dimethoxybenzoic acid, 19.5 g of 1,1'-carbonyldiimidazole and 600 ml of tetrahydrofuran Was stirred for 2 hours at room temperature and then saturated with anhydrous ammonia with ice bath cooling. After 24 hours, the reaction mixture was diluted with 50 ml of water, heated at reflux for 2 hours and then concentrated under reduced pressure to about 50 ml. This liquid was mixed with 100 ml of 0.1N sodium hydroxide and then extracted with three 200 ml portions of ...